Task: describe an organic reaction: reactants, conditions, products, and yield. Dataset: the Open Reaction Database (ORD), a public repository of structured organic reaction records Run at temperature 100 celsius, time 13 hour. Reactants: BrC=1N=C2C(=NC1)N(C=C2C(C(C)(C)C)=O)COCC[Si](C)(C)C (1-[2-bromo-5-(2-trimethylsilanyl-ethoxymethyl)-5H-pyrrolo[2,3-b]pyrazin-7-yl]-2,2-dimethyl-propan-1-one), C1(=CC=CC=C1)O (phenol), P(=O)([O-])([O-])[O-].[K+].[K+].[K+] (potassium phosphate), C(C)(C)(C)P(C1=C(C=CC=C1)C1=C(C=CC=C1)N(C)C)C(C)(C)C (2-di-tert-butylphosphino-2′-(N,N-dimethylamino)biphenyl). The product is EtOAc hexanes, CC(C(=O)C1=CN(C2=NC=C(N=C21)OC2=CC=CC=C2)COCC[Si](C)(C)C)(C)C (2,2-dimethyl-1-[2-phenoxy-5-(2-trimethylsilanyl-ethoxymethyl)-5H-pyrrolo[2,3-b]pyrazin-7-yl]-propan-1-one). The reagents and catalysts are CC(=O)[O-].CC(=O)[O-].[Pd+2] (Pd(OAc)2). Isolated yield 62.7%. As a reaction SMILES: Br[C:2]1[N:3]=[C:4]2[C:10]([C:11](=[O:16])[C:12]([CH3:15])([CH3:14])[CH3:13])=[CH:9][N:8]([CH2:17][O:18][CH2:19][CH2:20][Si:21]([CH3:24])([CH3:23])[CH3:22])[C:5]2=[N:6][CH:7]=1.[C:25]1([OH:31])[CH:30]=[CH:29][CH:28]=[CH:27][CH:26]=1.P([O-])([O-])([O-])=O.[K+].[K+].[K+].C(P(C(C)(C)C)C1C=CC=CC=1C1C=CC=CC=1N(C)C)(C)(C)C>C1(C)C=CC=CC=1.CC([O-])=O.CC([O-])=O.[Pd+2]>[CH3:13][C:12]([CH3:15])([CH3:14])[C:11]([C:10]1[C:4]2[C:5](=[N:6][CH:7]=[C:2]([O:31][C:25]3[CH:30]=[CH:29][CH:28]=[CH:27][CH:26]=3)[N:3]=2)[N:8]([CH2:17][O:18][CH2:19][CH2:20][Si:21]([CH3:24])([CH3:23])[CH3:22])[CH:9]=1)=[O:16] |f:2.3.4.5,8.9.10|. Procedure: A mixture of 1-[2-bromo-5-(2-trimethylsilanyl-ethoxymethyl)-5H-pyrrolo[2,3-b]pyrazin-7-yl]-2,2-dimethyl-propan-1-one (0.051 g, 0.12 mmol), phenol (0.017 g, 0.18 mmol), potassium phosphate (0.056 g, 0.26 mmol), 2-di-tert-butylphosphino-2′-(N,N-dimethylamino)biphenyl (0.0041 g, 0.012 mmol) and Pd(OAc)2 (0.002 g, 0.009 mmol) in 1 mL of toluene was stirred at 100° C. for 13 h, then at 150° C. for 4 h. The resulting dark orange mixture was partitioned between 10 mL of ethyl acetate and 10 mL of water... Run in C1(=CC=CC=C1)C (toluene). Reactants: NCC(=O)NC1CN(C1)C1CCC(CC1)(C=1C=NC(=CC1)OC)O (2-amino-N-{1-[4-hydroxy-4-(6-methoxy-pyridin-3-yl)-cyclohexyl]-azetidin-3-yl}-acetamide), O(C)C=1C=C(C(=O)O)C=CC1 (3-methoxylbenzoic acid), CCN=C=NCCCN(C)C (EDCI). Yields the product OC1(CCC(CC1)N1CC(C1)NC(=O)CNC(C1=CC(=CC=C1)OC)=O)C=1C=NC(=CC1)OC (N-({1-[4-Hydroxy-4-(6-methoxy-pyridin-3-yl)-cyclohexyl]-azetidin-3-ylcarbamoyl}-methyl)-3-methoxy-benzamide). Reaction SMILES: [NH2:1][CH2:2][C:3]([NH:5][CH:6]1[CH2:9][N:8]([CH:10]2[CH2:15][CH2:14][C:13]([OH:24])([C:16]3[CH:17]=[N:18][C:19]([O:22][CH3:23])=[CH:20][CH:21]=3)[CH2:12][CH2:11]2)[CH2:7]1)=[O:4].[O:25]([C:27]1[CH:28]=[C:29]([CH:33]=[CH:34][CH:35]=1)[C:30](O)=[O:31])[CH3:26].CCN=C=NCCCN(C)C>>[OH:24][C:13]1([C:16]2[CH:17]=[N:18][C:19]([O:22][CH3:23])=[CH:20][CH:21]=2)[CH2:14][CH2:15][CH:10]([N:8]2[CH2:9][CH:6]([NH:5][C:3]([CH2:2][NH:1][C:30](=[O:31])[C:29]3[CH:33]=[CH:34][CH:35]=[C:27]([O:25][CH3:26])[CH:28]=3)=[O:4])[CH2:7]2)[CH2:11][CH2:12]1. Procedure: The title compound was prepared as yellow solid from 2-amino-N-{1-[4-hydroxy-4-(6-methoxy-pyridin-3-yl)-cyclohexyl]-azetidin-3-yl}-acetamide, as prepared in Step D of Example 16, and 3-methoxylbenzoic acid (Aldrich) by EDCI coupling using the procedure described in Step C of Example 16. The reactants are Cl (HCl), [Li+].[OH-] (LiOH), O=C1NC2=C(CCN1C1CCN(CC1)C(=O)O[C@H](CC1=CC3=C(NC(=N3)N(C)C)C(=C1)C)C(=O)OC)C=CC=C2 ((R)-2-(2-dimethylamino-7-methyl-1H-benzimidazol-5-yl)-1-methoxycarbonyl-ethyl 4-(2-oxo-1,2,4,5-tetrahydro-1,3-benzodiazepin-3-yl)-piperidine-1-carboxylate). The solvent is O (water), C1CCOC1 (THF). Conditions: time 4 hour. Yields the product O=C1NC2=C(CCN1C1CCN(CC1)C(=O)O[C@H](CC1=CC3=C(NC(=N3)N(C)C)C(=C1)C)C(=O)O)C=CC=C2 ((R)-1-carboxy-2-(2-dimethylamino-7-methyl-1H-benzimidazol-5-yl)-ethyl 4-(2-oxo-1,2,4,5-tetrahydro-1,3-benzodiazepin-3-yl)-piperidine-1-carboxylate). Reaction SMILES: [Li+].[OH-].[O:3]=[C:4]1[N:10]([CH:11]2[CH2:16][CH2:15][N:14]([C:17]([O:19][C@@H:20]([C:35]([O:37]C)=[O:36])[CH2:21][C:22]3[CH:33]=[C:32]([CH3:34])[C:25]4[NH:26][C:27]([N:29]([CH3:31])[CH3:30])=[N:28][C:24]=4[CH:23]=3)=[O:18])[CH2:13][CH2:12]2)[CH2:9][CH2:8][C:7]2[CH:39]=[CH:40][CH:41]=[CH:42][C:6]=2[NH:5]1.Cl>O.C1COCC1>[O:3]=[C:4]1[N:10]([CH:11]2[CH2:12][CH2:13][N:14]([C:17]([O:19][C@@H:20]([C:35]([OH:37])=[O:36])[CH2:21][C:22]3[CH:33]=[C:32]([CH3:34])[C:25]4[NH:26][C:27]([N:29]([CH3:31])[CH3:30])=[N:28][C:24]=4[CH:23]=3)=[O:18])[CH2:15][CH2:16]2)[CH2:9][CH2:8][C:7]2[CH:39]=[CH:40][CH:41]=[CH:42][C:6]=2[NH:5]1 |f:0.1|. Reported procedure: A solution of 9.0 mg (0.38 mmol) LiOH in 0.5 mL water was added to a solution of 80 mg (0.15 mmol) (R)-2-(2-dimethylamino-7-methyl-1H-benzimidazol-5-yl)-1-methoxycarbonyl-ethyl 4-(2-oxo-1,2,4,5-tetrahydro-1,3-benzodiazepin-3-yl)-piperidine-1-carboxylate in 4 mL THF and the reaction mixture was stirred for 4 h at RT. 100 μL of 4 M HCl was added, the mixture was evaporated down i.vac. and the crude product was dried and then further reacted without purification. The reactants are CCCN1CCC(c2ccc(NS(=O)(=O)c3ccc(Br)cc3)cc2)C1, CC(=O)[O-], CC(=O)[O-], Cc1ccccc1, OB(O)C1CC1, [K+], [K+], [K+], O, O=P([O-])([O-])[O-], [Pd+2]. Product: CCCN1CCC(c2ccc(NS(=O)(=O)c3ccc(C4CC4)cc3)cc2)C1. Reaction SMILES: [Br:1][c:2]1[cH:3][cH:4][c:5]([S:8](=[O:9])(=[O:10])[NH:11][c:12]2[cH:13][cH:14][c:15]([CH:18]3[CH2:19][N:20]([CH2:23][CH2:24][CH3:25])[CH2:21][CH2:22]3)[cH:16][cH:17]2)[cH:6][cH:7]1.[C:48]([O-:49])(=[O:50])[CH3:51].[C:53]([O-:54])(=[O:55])[CH3:56].[CH3:40][c:41]1[cH:42][cH:43][cH:44][cH:45][cH:46]1.[CH:26]1([B:29]([OH:30])[OH:31])[CH2:27][CH2:28]1.[K+:37].[K+:38].[K+:39].[OH2:47].[P:32]([O-:33])([O-:34])([O-:35])=[O:36].[Pd+2:52]>>[c:2]1([CH:26]2[CH2:27][CH2:28]2)[cH:3][cH:4][c:5]([S:8](=[O:9])(=[O:10])[NH:11][c:12]2[cH:13][cH:14][c:15]([CH:18]3[CH2:19][N:20]([CH2:23][CH2:24][CH3:25])[CH2:21][CH2:22]3)[cH:16][cH:17]2)[cH:6][cH:7]1. Reaction SMILES: [O:1]1[CH2:6][CH2:5][N:4]([C:7]2[C:8]([C:21]3[CH:26]=[CH:25][CH:24]=[CH:23][CH:22]=3)=[N:9][C:10]3[C:15]([N:16]=2)=[CH:14][C:13]([C:17]([O:19]C)=[O:18])=[CH:12][CH:11]=3)[C:3]2[CH:27]=[CH:28][CH:29]=[CH:30][C:2]1=2.[OH-].[Na+].Cl>CO.O>[O:1]1[CH2:6][CH2:5][N:4]([C:7]2[C:8]([C:21]3[CH:26]=[CH:25][CH:24]=[CH:23][CH:22]=3)=[N:9][C:10]3[C:15]([N:16]=2)=[CH:14][C:13]([C:17]([OH:19])=[O:18])=[CH:12][CH:11]=3)[C:3]2[CH:27]=[CH:28][CH:29]=[CH:30][C:2]1=2 |f:1.2|. The solvent is O (water), CO (methanol). Reaction conditions: temperature 50 celsius, time 8 hour. The product is O1C2=C(N(CC1)C=1C(=NC3=CC=C(C=C3N1)C(=O)O)C1=CC=CC=C1)C=CC=C2 (3-(2,3-Dihydrobenzo[b][1,4]oxazin-4-yl)-2-phenylquinoxaline-6-carboxylic acid). Procedure details: Into a 50-mL round-bottom flask, was placed a solution of methyl 3-(2,3-dihydrobenzo[b][1,4]oxazin-4-yl)-2-phenylquinoxaline-6-carboxylate (166.8 mg, 0.34 mmol, 1.00 equiv, 80%) in methanol (15 mL). This was followed by the addition of a solution of sodium hydroxide (84 mg, 2.10 mmol, 5.00 equiv) in water (1.5 mL) dropwise with stiffing. The resulting solution was stirred overnight at 50° C. in an oil bath. The pH value of the aqueous solution was adjusted to 3-4 with 1N aqueous hydrogen chlorid... Reactants: O1C2=C(N(CC1)C=1C(=NC3=CC=C(C=C3N1)C(=O)OC)C1=CC=CC=C1)C=CC=C2 (methyl 3-(2,3-dihydrobenzo[b][1,4]oxazin-4-yl)-2-phenylquinoxaline-6-carboxylate), [OH-].[Na+] (sodium hydroxide), Cl (hydrogen chloride). The yield is 21.0%. The reactants are CS(=O)C1=NN2C(C=N1)=CC=C2C2=C(C=CC=C2)OC (2-Methanesulfinyl-7-(2-methoxy-phenyl)-pyrrolo[2,1-f][1,2,4]triazine), C(C)(C)N(C(C)C)CC (N,N-Diisopropylethylamine), N1(CCOCC1)C1CCN(CC1)C1=CC=C(C=C1)N (4-(4-Morpholin-4-yl-piperidin-1-yl)-phenylamine), COCC(C)O (1-Methoxy-2-propanol). Reported procedure: 2-Methanesulfinyl-7-(2-methoxy-phenyl)-pyrrolo[2,1-f][1,2,4]triazine (125.0 mg, 0.0004350 mol), N,N-Diisopropylethylamine (0.114 mL, 0.000652 mol) and 4-(4-Morpholin-4-yl-piperidin-1-yl)-phenylamine (0.227 g, 0.000870 mol) were dissolved in 1-Methoxy-2-propanol (1.2 mL, 0.013 mol) and The reaction was irradiated at 300 watts, 180° C. for 40 minutes or until HPLC showed consumption of starting material. The reaction mixture was then reduced en vacuo and the product was isolated and purified by Gi... Product: COC1=C(C=CC=C1)C1=CC=C2C=NC(=NN21)NC2=CC=C(C=C2)N2CCC(CC2)N2CCOCC2 ([7-(2-Methoxy-phenyl)-pyrrolo[2,1-f][1,2,4]triazin-2-yl]-[4-(4-morpholin-4-yl-piperidin-1-yl)-phenyl]-amine). Reaction SMILES: CS([C:4]1[N:9]=[CH:8][C:7]2=[CH:10][CH:11]=[C:12]([C:13]3[CH:18]=[CH:17][CH:16]=[CH:15][C:14]=3[O:19][CH3:20])[N:6]2[N:5]=1)=O.C(N(CC)C(C)C)(C)C.[N:30]1([CH:36]2[CH2:41][CH2:40][N:39]([C:42]3[CH:47]=[CH:46][C:45]([NH2:48])=[CH:44][CH:43]=3)[CH2:38][CH2:37]2)[CH2:35][CH2:34][O:33][CH2:32][CH2:31]1.COCC(O)C>>[CH3:20][O:19][C:14]1[CH:15]=[CH:16][CH:17]=[CH:18][C:13]=1[C:12]1[N:6]2[C:7]([CH:8]=[N:9][C:4]([NH:48][C:45]3[CH:46]=[CH:47][C:42]([N:39]4[CH2:38][CH2:37][CH:36]([N:30]5[CH2:35][CH2:34][O:33][CH2:32][CH2:31]5)[CH2:41][CH2:40]4)=[CH:43][CH:44]=3)=[N:5]2)=[CH:10][CH:11]=1. Reactants: OC(C)C=1NC(=C(N1)C)C=1C(=CC(=C(C(=O)OC)C1)C)C (methyl 5-(2-(1-hydroxyethyl)-4-methyl-1H-imidazol-5-yl)-2,4-dimethylbenzoate), CC1=C(C=C(C(=O)OC)C=C1)B1OC(C(O1)(C)C)(C)C (Methyl 4-methyl-3-(4,4,5,5-tetramethyl-1,3,2-dioxaborolan-2-yl)benzoate), CC1=C(C=C(C(=O)OC)C=C1)B1OC(C(O1)(C)C)(C)C (Methyl 4-methyl-3-(4,4,5,5-tetramethyl-1,3,2-dioxaborolan-2-yl)benzoate), CC1=C(C(=O)OC)C=C(C(=C1)C)B1OC(C(O1)(C)C)(C)C (methyl 2,4-dimethyl-5-(4,4,5,5-tetramethyl-1,3,2-dioxaborolan-2-yl)benzoate). Yields the product OC(C)C=1NC(=C(N1)C)C=1C=C(C(=O)OC)C=CC1C (Methyl 3-(2-(1-hydroxyethyl)-4-methyl-1H-imidazol-5-yl)-4-methylbenzoate). As a reaction SMILES: [OH:1][CH:2]([C:4]1[NH:5][C:6]([C:10]2[C:11]([CH3:21])=[CH:12][C:13](C)=[C:14]([CH:19]=2)[C:15]([O:17][CH3:18])=[O:16])=[C:7]([CH3:9])[N:8]=1)[CH3:3].CC1C=CC(C(OC)=O)=CC=1B1OC(C)(C)C(C)(C)O1.CC1C=C(C)C(B2OC(C)(C)C(C)(C)O2)=CC=1C(OC)=O>>[OH:1][CH:2]([C:4]1[NH:5][C:6]([C:10]2[CH:19]=[C:14]([CH:13]=[CH:12][C:11]=2[CH3:21])[C:15]([O:17][CH3:18])=[O:16])=[C:7]([CH3:9])[N:8]=1)[CH3:3]. Reported procedure: The title compound was prepared using standard chemical manipulations and procedures similar to those used for the preparation of compound 198.3, except methyl 4-methyl-3-(4,4,5,5-tetramethyl-1,3,2-dioxaborolan-2-yl)benzoate (compound 5.4) was used in place of methyl 2,4-dimethyl-5-(4,4,5,5-tetramethyl-1,3,2-dioxaborolan-2-yl)benzoate (compound 160.1). The product is C(C)(C)(C)C=1C=C(C(=O)N)C=C(C1)C(=O)N1CCC(CC1)OC1=CC=C(C=C1)Cl (3-(tert-Butyl)-5-(4-(4-chlorophenoxy)piperidine-1-carbonyl)benzamide). Procedure details: To a stirred solution of 3-(tert-butyl)-5-(4-(4-chlorophenoxy)piperidine-1-carbonyl)benzoic acid (30 mg, 0.072 mmol, Step-1), EDC (21 mg, 0.11 mmol), HOBT (17 mg, 0.11 mmol), and N,N-diisopropylethylamine (0.28 mL, 1.61 mmol) in N,N-dimethylformamide (3 mL) was add 25% ammonium water (1 mL) at room temperature. After stirring at 60° C. for 2 hours, the mixture was poured into water (5 mL). This was extracted with ethyl acetate (5 mL) and washed with water (5 mL). The organic layer was dried over... Conditions: temperature 60 celsius, time 2 hour. Solvent: CN(C=O)C (N,N-dimethylformamide), O (water). The reactants are C(C)(C)(C)C=1C=C(C(=O)O)C=C(C1)C(=O)N1CCC(CC1)OC1=CC=C(C=C1)Cl (3-(tert-butyl)-5-(4-(4-chlorophenoxy)piperidine-1-carbonyl)benzoic acid), C(CCl)Cl (EDC), C=1C=CC2=C(C1)N=NN2O (HOBT), C(C)(C)N(C(C)C)CC (N,N-diisopropylethylamine), O.[NH4+] (ammonium water). Yield: 34.8%. Reaction SMILES: [C:1]([C:5]1[CH:6]=[C:7]([CH:11]=[C:12]([C:14]([N:16]2[CH2:21][CH2:20][CH:19]([O:22][C:23]3[CH:28]=[CH:27][C:26]([Cl:29])=[CH:25][CH:24]=3)[CH2:18][CH2:17]2)=[O:15])[CH:13]=1)[C:8](O)=[O:9])([CH3:4])([CH3:3])[CH3:2].C(Cl)CCl.C1C=CC2N(O)N=[N:40]C=2C=1.C(N(CC)C(C)C)(C)C.O.[NH4+]>CN(C)C=O.O>[C:1]([C:5]1[CH:6]=[C:7]([CH:11]=[C:12]([C:14]([N:16]2[CH2:21][CH2:20][CH:19]([O:22][C:23]3[CH:28]=[CH:27][C:26]([Cl:29])=[CH:25][CH:24]=3)[CH2:18][CH2:17]2)=[O:15])[CH:13]=1)[C:8]([NH2:40])=[O:9])([CH3:4])([CH3:3])[CH3:2] |f:4.5|.